This data is from the Open Reaction Database (ORD), a public repository of structured organic reaction records. The task is: describe an organic reaction: reactants, conditions, products, and yield The reactants are CCOC(=O)c1cc2c(Oc3ccc(F)cc3N)cccc2[nH]1, CN(C)C=O, CCOCC, CC(C)(C)ON=O. The product is CCOC(=O)c1cc2c(Oc3ccc(F)cc3)cccc2[nH]1. Reaction SMILES: [CH2:8]([CH3:9])[O:10][C:11](=[O:12])[c:13]1[nH:14][c:15]2[cH:16][cH:17][cH:18][c:19]([O:22][c:23]3[c:24]([NH2:30])[cH:25][c:26]([F:29])[cH:27][cH:28]3)[c:20]2[cH:21]1.[CH3:31][N:32]([CH3:33])[CH:34]=[O:35].[CH3:36][CH2:37][O:38][CH2:39][CH3:40].[N:1]([O:2][C:3]([CH3:4])([CH3:5])[CH3:6])=[O:7]>>[CH2:8]([CH3:9])[O:10][C:11](=[O:12])[c:13]1[nH:14][c:15]2[cH:16][cH:17][cH:18][c:19]([O:22][c:23]3[cH:24][cH:25][c:26]([F:29])[cH:27][cH:28]3)[c:20]2[cH:21]1. Reactants: C(#N)[BH3-].[Na+] (sodium cyanoborohydride), C=O (formaldehyde), Cl.BrC1=CC(=C(C=C1)N[C@H]1[C@@H](CNCC1)O)[N+](=O)[O-] ((3R,4R)-4-(4-bromo-2-nitro-phenylamino)-piperidin-3-ol.hydrochloride salt), C(C)(=O)O (acetic acid). The solvent is O (water). Run at time 30 minute. Yields the product BrC1=CC(=C(C=C1)N[C@H]1[C@@H](CN(CC1)C)O)[N+](=O)[O-] ((3R,4R)-4-(4-Bromo-2-nitro-phenylamino)-1-methyl-piperidin-3-ol). Yield: 97.0%. As a reaction SMILES: C=O.Cl.[Br:4][C:5]1[CH:10]=[CH:9][C:8]([NH:11][C@@H:12]2[CH2:17][CH2:16][NH:15][CH2:14][C@H:13]2[OH:18])=[C:7]([N+:19]([O-:21])=[O:20])[CH:6]=1.[C:22](O)(=O)C.C([BH3-])#N.[Na+]>O>[Br:4][C:5]1[CH:10]=[CH:9][C:8]([NH:11][C@@H:12]2[CH2:17][CH2:16][N:15]([CH3:22])[CH2:14][C@H:13]2[OH:18])=[C:7]([N+:19]([O-:21])=[O:20])[CH:6]=1 |f:1.2,4.5|. Procedure details: Add formaldehyde (20.5 mL, 37-41% aqueous solution) to a solution of (3R,4R)-4-(4-bromo-2-nitro-phenylamino)-piperidin-3-ol.hydrochloride salt (0.0.024 mol, 8.68 g) and acetic acid (10.2 mL) in water (42 mL) and stir the reaction mixture at room temperature for 30 min. Add sodium cyanoborohydride (0.073 mol, 4.6 g) and stir the reaction mixture for 3 h. Quench the reaction mixture with sodium bicarbonate solution and extract with dichloromethane. Dry the organic layer over anhydrous sodium sulfa... The reactants are C(C)O (ethanol), Cl (hydrochloric acid), C(C)(C)(C)OC(=O)N[C@H]1[C@@H](CCCC1)NC(=O)C=1NC2=CC=C(C=C2C1)Cl ((±)-trans-N1-(tert-butoxycarbonyl)-N2-[(5-chloroindol-2-yl)-carbonyl]-1,2-cyclohexanediamine). Solvent: ClCCl (dichloromethane). Run at time 2 day. The product is Cl.ClC=1C=C2C=C(NC2=CC1)C(=O)N[C@H]1[C@@H](CCCC1)N ((±)-trans-N-[(5-Chloroindol-2-yl)carbonyl]-1,2-cyclohexanediamine hydrochloride). Yield: 198.2%. As a reaction SMILES: C(O)C.Cl.C(OC([NH:12][C@@H:13]1[CH2:18][CH2:17][CH2:16][CH2:15][C@H:14]1[NH:19][C:20]([C:22]1[NH:23][C:24]2[C:29]([CH:30]=1)=[CH:28][C:27]([Cl:31])=[CH:26][CH:25]=2)=[O:21])=O)(C)(C)C>ClCCl>[ClH:31].[Cl:31][C:27]1[CH:28]=[C:29]2[C:24](=[CH:25][CH:26]=1)[NH:23][C:22]([C:20]([NH:19][C@@H:14]1[CH2:15][CH2:16][CH2:17][CH2:18][C@H:13]1[NH2:12])=[O:21])=[CH:30]2 |f:4.5|. Reported procedure: A saturated ethanol solution (100 ml) of hydrochloric acid was added to a solution of (±)-trans-N1-(tert-butoxycarbonyl)-N2-[(5-chloroindol-2-yl)-carbonyl]-1,2-cyclohexanediamine (5.18 g) in dichloromethane (100 ml) at room temperature. After stirring for 2 days, the reaction mixture was concentrated under reduced pressure, diethyl ether (300 ml) was added to the resultant residue, and colorless precipitate formed was collected by filtration and dried to obtain the title compound (4.30 g) as a c... Starting materials: COC(C1=CC=C(C=C1)N(CC1=CC(=CC=C1)C#N)C1CCN(CC1)C(CCN)C)=O (4-[[1-(3-amino-1-methyl-propyl)-piperidin-4-yl]-(3-cyano-benzyl)-amino]-benzoic acid methyl ester), CC1=NC=NC(=C1C(=O)O)C (4,6-dimethyl-pyrimidine-5-carboxylic acid), ester. The product is C(#N)C=1C=C(CN(C2=CC=C(C(=O)O)C=C2)C2CCN(CC2)C(CCNC(=O)C=2C(=NC=NC2C)C)C)C=CC1 (4-[(3-cyano-benzyl)-(1-{3-[(4,6-dimethyl-pyrimidine-5-carbonyl)-amino]-1-methyl-propyl}-piperidin-4-yl)-amino]-benzoic acid). The yield is 67.7%. Reaction SMILES: C[O:2][C:3](=[O:31])[C:4]1[CH:9]=[CH:8][C:7]([N:10]([CH:20]2[CH2:25][CH2:24][N:23]([CH:26]([CH3:30])[CH2:27][CH2:28][NH2:29])[CH2:22][CH2:21]2)[CH2:11][C:12]2[CH:17]=[CH:16][CH:15]=[C:14]([C:18]#[N:19])[CH:13]=2)=[CH:6][CH:5]=1.[CH3:32][C:33]1[C:38]([C:39]([OH:41])=O)=[C:37]([CH3:42])[N:36]=[CH:35][N:34]=1>>[C:18]([C:14]1[CH:13]=[C:12]([CH:17]=[CH:16][CH:15]=1)[CH2:11][N:10]([CH:20]1[CH2:21][CH2:22][N:23]([CH:26]([CH3:30])[CH2:27][CH2:28][NH:29][C:39]([C:38]2[C:33]([CH3:32])=[N:34][CH:35]=[N:36][C:37]=2[CH3:42])=[O:41])[CH2:24][CH2:25]1)[C:7]1[CH:6]=[CH:5][C:4]([C:3]([OH:31])=[O:2])=[CH:9][CH:8]=1)#[N:19]. Reported procedure: Using general procedure E with 4-[[1-(3-amino-1-methyl-propyl)-piperidin-4-yl]-(3-cyano-benzyl)-amino]-benzoic acid methyl ester (see EXAMPLE 107) (300 mg, 0.71 mmol) and 4,6-dimethyl-pyrimidine-5-carboxylic acid (119 mg, 0.78 mmol) followed by general procedure K with the resulting ester afforded 4-[(3-cyano-benzyl)-(1-{3-[(4,6-dimethyl-pyrimidine-5-carbonyl)-amino]-1-methyl-propyl}-piperidin-4-yl)-amino]-benzoic acid as a white solid (260 mg, 74%).